This data is from the Open Reaction Database (ORD), a public repository of structured organic reaction records. The task is: describe an organic reaction: reactants, conditions, products, and yield Starting materials: CC(=Cc1ccc(S(C)(=O)=O)c(C(F)(F)F)c1)[N+](=O)[O-], CC(=O)O, [Fe]. Yields the product CC(=O)Cc1ccc(S(C)(=O)=O)c(C(F)(F)F)c1. As a reaction SMILES: [CH3:1][S:2](=[O:3])(=[O:4])[c:5]1[c:6]([C:17]([F:18])([F:19])[F:20])[cH:7][c:8]([CH:11]=[C:12]([CH3:13])[N+:14]([O-:15])=[O:16])[cH:9][cH:10]1.[CH3:21][C:22]([OH:23])=[O:24].[Fe:25]>>[CH3:1][S:2](=[O:3])(=[O:4])[c:5]1[c:6]([C:17]([F:18])([F:19])[F:20])[cH:7][c:8]([CH2:11][C:12]([CH3:13])=[O:23])[cH:9][cH:10]1.